This data is from the Open Reaction Database (ORD), a public repository of structured organic reaction records. The task is: describe an organic reaction: reactants, conditions, products, and yield The reactants are ClC1=C(C=C(N)C=C1)C1=NC=CC=C1 (4-chloro-3-(pyridin-2-yl)aniline), ClC1=C(C(=O)Cl)C=CC(=C1)S(=O)(=O)C (2-chloro-4-(methylsulfonyl)benzoyl chloride). Yields the product ClC1=C(C(=O)NC2=CC(=C(C=C2)Cl)C2=NC=CC=C2)C=CC(=C1)S(=O)(=O)C (2-chloro-N-(4-chloro-3-(pyridin-2-yl)phenyl)-4-(methylsulfonyl)benzamide). As a reaction SMILES: [Cl:1][C:2]1[CH:8]=[CH:7][C:5]([NH2:6])=[CH:4][C:3]=1[C:9]1[CH:14]=[CH:13][CH:12]=[CH:11][N:10]=1.[Cl:15][C:16]1[CH:24]=[C:23]([S:25]([CH3:28])(=[O:27])=[O:26])[CH:22]=[CH:21][C:17]=1[C:18](Cl)=[O:19]>>[Cl:15][C:16]1[CH:24]=[C:23]([S:25]([CH3:28])(=[O:27])=[O:26])[CH:22]=[CH:21][C:17]=1[C:18]([NH:6][C:5]1[CH:7]=[CH:8][C:2]([Cl:1])=[C:3]([C:9]2[CH:14]=[CH:13][CH:12]=[CH:11][N:10]=2)[CH:4]=1)=[O:19]. Reported procedure: Procedure D may also be used to couple 4-chloro-3-(pyridin-2-yl)aniline and 2-chloro-4-(methylsulfonyl)benzoyl chloride to produce 2-chloro-N-(4-chloro-3-(pyridin-2-yl)phenyl)-4-(methylsulfonyl)benzamide which is collected by suction filtration and the HCl salt is washed with Et2O (or alternatively with MTBE). This material is freebased using EtOAc/aq NaHCO3 and the organics are dried and concentrated to the solid freebase. This material is then crystallized from acetone:EtOAc (80:20, approx 10 ... Reactants: C=CCNc1ncc(C(=O)N(CC)CC)cc1NC(=O)Cc1ccc(OCC)cc1, CC(=O)O, ClCCl, [SiH3]c1ccccc1. Yields the product CCOc1ccc(CC(=O)Nc2cc(C(=O)N(CC)CC)cnc2N)cc1. RXN SMILES: [CH2:1]([CH3:2])[O:3][c:4]1[cH:5][cH:6][c:7]([CH2:10][C:11](=[O:12])[NH:13][c:14]2[cH:15][c:16]([C:24](=[O:25])[N:26]([CH2:27][CH3:28])[CH2:29][CH3:30])[cH:17][n:18][c:19]2[NH:20][CH2:21][CH:22]=[CH2:23])[cH:8][cH:9]1.[CH3:31][C:32](=[O:33])[OH:34].[Cl:42][CH2:43][Cl:44].[c:35]1([SiH3:36])[cH:37][cH:38][cH:39][cH:40][cH:41]1>>[CH2:1]([CH3:2])[O:3][c:4]1[cH:5][cH:6][c:7]([CH2:10][C:11](=[O:12])[NH:13][c:14]2[cH:15][c:16]([C:24](=[O:25])[N:26]([CH2:27][CH3:28])[CH2:29][CH3:30])[cH:17][n:18][c:19]2[NH2:20])[cH:8][cH:9]1. The reactants are C(C)(C)(C)OC(NCCCN(S(=O)(=O)C)CC1=CC(=CC=C1)C1=NC(=NC=C1)Cl)=O ((3-{[3-(2-Chloro-pyrimidin-4-yl)-benzyl]-methanesulfonyl-amino}-propyl)-carbamic acid tert-butyl ester), NCCC1=CC=C(C=C1)NC(C)=O (N-[4-(2-Amino-ethyl)-phenyl]-acetamide), 497. The product is NCCCN(S(=O)(=O)C)CC=1C=C(C=CC1)C1=NC(=NC=C1)NCCC1=CC=C(C=C1)NC(C)=O (N-(4-{2-[4-(3-{[(3-Amino-propyl)-methanesulfonyl-amino]-methyl}-phenyl)-pyrimidin-2-ylamino]-ethyl}-phenyl)-acetamide). Reaction SMILES: C(OC(=O)[NH:7][CH2:8][CH2:9][CH2:10][N:11]([CH2:16][C:17]1[CH:22]=[CH:21][CH:20]=[C:19]([C:23]2[CH:28]=[CH:27][N:26]=[C:25](Cl)[N:24]=2)[CH:18]=1)[S:12]([CH3:15])(=[O:14])=[O:13])(C)(C)C.[NH2:31][CH2:32][CH2:33][C:34]1[CH:39]=[CH:38][C:37]([NH:40][C:41](=[O:43])[CH3:42])=[CH:36][CH:35]=1>>[NH2:7][CH2:8][CH2:9][CH2:10][N:11]([CH2:16][C:17]1[CH:18]=[C:19]([C:23]2[CH:28]=[CH:27][N:26]=[C:25]([NH:31][CH2:32][CH2:33][C:34]3[CH:39]=[CH:38][C:37]([NH:40][C:41](=[O:43])[CH3:42])=[CH:36][CH:35]=3)[N:24]=2)[CH:20]=[CH:21][CH:22]=1)[S:12]([CH3:15])(=[O:13])=[O:14]. Procedure details: Intermediate 4 from above was coupled with N-[4-(2-Amino-ethyl)-phenyl]-acetamide by procedure F and the resulting product deprotected by procedure G to give 3. LC-MS showed the product had the expected M+H+ of 497. 1H NMR (Varian 300 MHz, CDCl3—CD3OD, shifts relative to the solvent peak at 7.24 ppm) δ 8.1 (m, 2H) 8.0 (m, 1H) 7.6 (m, 1H) 7.5 (m, 1H) 7.4 (m, 2H) 7.3 (m, 1H) 7.2 (d, 2H) 4.4 (s, 2H) 3.9 (m, 2H) 3.3 (m, 2H) 2.9 (m, 2H) 2.8 (s, 3H) 2.7 (m, 2H) 2.1 (s, 3H) 1.8 (m, 2H). The reactants are COC1=CC=C(C=C1)/C=C/C(C#CC(=O)OC)=O (methyl (E)-6-(4-methoxyphenyl)-4-oxo-5-hexen-2-ynoate), [OH-].[K+] (potassium hydroxide). The solvent is O (water), O1CCCC1 (tetrahydrofuran). Run at time 10 minute. The product is COC1=CC=C(C=C1)/C=C/C(C#CC(=O)O)=O ((E)-6-(4-methoxy-phenyl)-4-oxo-5-hexen-2-ynoic acid). RXN SMILES: [CH3:1][O:2][C:3]1[CH:8]=[CH:7][C:6](/[CH:9]=[CH:10]/[C:11](=[O:18])[C:12]#[C:13][C:14]([O:16]C)=[O:15])=[CH:5][CH:4]=1.[OH-].[K+]>O1CCCC1.O>[CH3:1][O:2][C:3]1[CH:4]=[CH:5][C:6](/[CH:9]=[CH:10]/[C:11](=[O:18])[C:12]#[C:13][C:14]([OH:16])=[O:15])=[CH:7][CH:8]=1 |f:1.2|. Reported procedure: A solution of 5.3 g (21.7 mmol) of methyl (E)-6-(4-methoxyphenyl)-4-oxo-5-hexen-2-ynoate in 70 ml of tetrahydrofuran was treated at 0° within 15 minutes with 48.6 ml (26 mmol) of a 3% aqueous potassium hydroxide solution. The reaction mixture was stirred at 0° for 10 minutes, then diluted with 100 ml of water and extracted once with 100 ml of ether. The organic phase was discarded. The aqueous phase was adjusted to pH 1 by the careful addition of 1N hydrochloric acid and extracted twice with eth... The reactants are solution, B(Br)(Br)Br (boron tribromide), COC=1C=CC2=C(SC=C2NC(OCC)=O)C1 (ethyl (6-methoxybenzo[b]thien-3-yl)carbamate), solution, B(Br)(Br)Br (boron tribromide), [OH-].[NH4+] (ammonium hydroxide). Run in ClCCl (dichloromethane), ClCCl (dichloromethane), ClCCl (dichloromethane). Reaction conditions: temperature 0 celsius, time 180 minute. Yields the product OC=1C=CC2=C(SC=C2NC(OCC)=O)C1 (Ethyl (6-hydroxybenzo [b]thien-3-yl)carbamate). The yield is 81.6%. Reaction SMILES: B(Br)(Br)Br.C[O:6][C:7]1[CH:8]=[CH:9][C:10]2[C:14]([NH:15][C:16](=[O:20])[O:17][CH2:18][CH3:19])=[CH:13][S:12][C:11]=2[CH:21]=1.[OH-].[NH4+]>ClCCl>[OH:6][C:7]1[CH:8]=[CH:9][C:10]2[C:14]([NH:15][C:16](=[O:20])[O:17][CH2:18][CH3:19])=[CH:13][S:12][C:11]=2[CH:21]=1 |f:2.3|. Reported procedure: 46 ml of a 1M solution of boron tribromide (0.046 mol) in dichloromethane are added to a solution of 7.7 g (0.031 mol) of ethyl (6-methoxybenzo[b]thien-3-yl)carbamate in 80 ml of dichloromethane, while maintaining the temperature at 0° C. The mixture is allowed to return to room temperature and 15 ml of a 1M solution of boron tribromide (0.015 mol) in dichloromethane are added. The mixture is stirred for 180 min, neutralization is then carried out with a dilute ammonium hydroxide solution and th... The reactants are C(C)OC(=O)C=1NC2=CC=CC=C2C1 (1H-indole-2-carboxylic acid ethyl ester), BrCC=1C2=C(SC1)C=CC(=C2)Cl (3-bromomethyl-5-chloro-benzo[b]thiophene). Yields the product ClC1=CC2=C(SC=C2CN2C(=CC3=CC=CC=C23)C(=O)O)C=C1 (1-(5-Chloro-benzo[b]thiophen-3-ylmethyl)-1H-indole-2-carboxylic acid). Reaction SMILES: C([O:3][C:4]([C:6]1[NH:7][C:8]2[C:13]([CH:14]=1)=[CH:12][CH:11]=[CH:10][CH:9]=2)=[O:5])C.Br[CH2:16][C:17]1[C:18]2[CH:25]=[C:24]([Cl:26])[CH:23]=[CH:22][C:19]=2[S:20][CH:21]=1>>[Cl:26][C:24]1[CH:23]=[CH:22][C:19]2[S:20][CH:21]=[C:17]([CH2:16][N:7]3[C:8]4[C:13](=[CH:12][CH:11]=[CH:10][CH:9]=4)[CH:14]=[C:6]3[C:4]([OH:3])=[O:5])[C:18]=2[CH:25]=1. Reported procedure: Using general procedure B, 1H-indole-2-carboxylic acid ethyl ester was coupled with 3-bromomethyl-5-chloro-benzo[b]thiophene and the product obtained was hydrolyzed to give the title compound as a white solid. MS: 340.0 ([M−H]−). The reactants are CC#CCO, [Cl-], CC1CCCCCN1c1ncnc(Cl)c1F, [H-], [NH4+], [Na+], C1CCOC1. Product: CC#CCOc1ncnc(N2CCCCCC2C)c1F. RXN SMILES: [CH2:3]([C:4]#[C:5][CH3:6])[OH:7].[Cl-:24].[Cl:8][c:9]1[c:10]([F:23])[c:11]([N:15]2[CH:16]([CH3:22])[CH2:17][CH2:18][CH2:19][CH2:20][CH2:21]2)[n:12][cH:13][n:14]1.[H-:1].[NH4+:25].[Na+:2].[O:26]1[CH2:27][CH2:28][CH2:29][CH2:30]1>>[CH2:3]([C:4]#[C:5][CH3:6])[O:7][c:9]1[c:10]([F:23])[c:11]([N:15]2[CH:16]([CH3:22])[CH2:17][CH2:18][CH2:19][CH2:20][CH2:21]2)[n:12][cH:13][n:14]1. Reactants: CC=1N=CC2=CC=CC(=C2C1)N=C=O (3-methyl-5-isocyanato-isoquinoline), C(C)(C)(C)C1=CC=C2C(CCOC2=C1)N (7-tert-Butyl-chroman-4-ylamine). Conditions: time 8 hour. Product: C(C)(C)(C)C1=CC=C2C(CCOC2=C1)NC(=O)NC1=C2C=C(N=CC2=CC=C1)C (N-(7-tert-butyl-3,4-dihydro-2H-chromen-4-yl)-N′-(3-methylisoquinolin-5-yl)urea). The yield is 64.0%. RXN SMILES: [CH3:1][C:2]1[N:3]=[CH:4][C:5]2[C:10]([CH:11]=1)=[C:9]([N:12]=[C:13]=[O:14])[CH:8]=[CH:7][CH:6]=2.[C:15]([C:19]1[CH:28]=[C:27]2[C:22]([CH:23]([NH2:29])[CH2:24][CH2:25][O:26]2)=[CH:21][CH:20]=1)([CH3:18])([CH3:17])[CH3:16]>>[C:15]([C:19]1[CH:28]=[C:27]2[C:22]([CH:23]([NH:29][C:13]([NH:12][C:9]3[CH:8]=[CH:7][CH:6]=[C:5]4[C:10]=3[CH:11]=[C:2]([CH3:1])[N:3]=[CH:4]4)=[O:14])[CH2:24][CH2:25][O:26]2)=[CH:21][CH:20]=1)([CH3:18])([CH3:16])[CH3:17]. Procedure: 6 mL of the 3-methyl-5-isocyanato-isoquinoline solution was added to the product of Example 1C (123 mg, 0.6 mmol). The reaction mixture was stirred overnight, and the precipitate formed was collected by filtration and washed with diethyl ether to give 0.15 g of the title compound (64% yield). 1H NMR (300 MHz, DMSO-d6) δ ppm 9.17 (s, 1H), 8.46 (s, 1H), 8.34 (d, J=6.8 Hz, 1H), 7.66-7.73 (m, 2H), 7.51 (t, J=8.0 Hz, 1H), 7.25 (d, J=8.5 Hz, 1H), 7.12 (d, J=7.1 Hz, 1H), 6.98 (dd, J=8.0, 1.9 Hz, 1H), 6... The reactants are COC(=O)c1ccc(C(=O)c2ccccc2)n1C, CO, [Na+], [OH-]. Yields the product Cn1c(C(=O)O)ccc1C(=O)c1ccccc1. As a reaction SMILES: [CH3:1][n:2]1[c:3]([C:15](=[O:16])[O:17][CH3:18])[cH:4][cH:5][c:6]1[C:7]([c:8]1[cH:9][cH:10][cH:11][cH:12][cH:13]1)=[O:14].[CH3:21][OH:22].[Na+:20].[OH-:19]>>[CH3:1][n:2]1[c:3]([C:15](=[O:16])[OH:17])[cH:4][cH:5][c:6]1[C:7]([c:8]1[cH:9][cH:10][cH:11][cH:12][cH:13]1)=[O:14].